From a dataset of the Open Reaction Database (ORD), a public repository of structured organic reaction records. describe an organic reaction: reactants, conditions, products, and yield Reactants: C(C)OC(=O)N=NC(=O)OCC (azodicarboxylic acid diethyl ester), OCCCCNC(C=CC=1C=NC=CC1)=O (N-(4-hydroxy-butyl)-3-pyridin-3-yl-acrylamide), C1(=CC=CC=C1)P(C1=CC=CC=C1)C1=CC=CC=C1 (triphenylphosphine), C1(=CC=CC=C1)C1CC(NC(C1)=O)=O (4-phenyl-piperidin-2,6-dione). Solvent: C1CCOC1 (THF), C1CCOC1 (THF). Reaction conditions: temperature 15 celsius, time 8 hour. The product is O=C1N(C(CC(C1)C1=CC=CC=C1)=O)CCCCNC(C=CC=1C=NC=CC1)=O (N-[4-(2,6-dioxo-4-phenyl-piperidin-1-yl)-butyl]-3-pyridin-3-yl-acrylamide). As a reaction SMILES: O[CH2:2][CH2:3][CH2:4][CH2:5][NH:6][C:7](=[O:16])[CH:8]=[CH:9][C:10]1[CH:11]=[N:12][CH:13]=[CH:14][CH:15]=1.C1(P(C2C=CC=CC=2)C2C=CC=CC=2)C=CC=CC=1.[C:36]1([CH:42]2[CH2:47][C:46](=[O:48])[NH:45][C:44](=[O:49])[CH2:43]2)[CH:41]=[CH:40][CH:39]=[CH:38][CH:37]=1.C(OC(N=NC(OCC)=O)=O)C>C1COCC1>[O:48]=[C:46]1[CH2:47][CH:42]([C:36]2[CH:37]=[CH:38][CH:39]=[CH:40][CH:41]=2)[CH2:43][C:44](=[O:49])[N:45]1[CH2:2][CH2:3][CH2:4][CH2:5][NH:6][C:7](=[O:16])[CH:8]=[CH:9][C:10]1[CH:11]=[N:12][CH:13]=[CH:14][CH:15]=1. Procedure details: 9.3 g (42.3 mmol) N-(4-hydroxy-butyl)-3-pyridin-3-yl-acrylamide, 11.1 g (42.3 mmol) triphenylphosphine and 8.0 g (42.3 mmol) 4-phenyl-piperidin-2,6-dione are suspended in 120 ml THF, thereafter 6.7 ml (42.3 mmol) azodicarboxylic acid diethyl ester dissolved in 60 ml THF are added dropwise within three hours under protective atmosphere and light cooling (to ca. 15° C.). The mixture is left standing overnight without further cooling at RT. Subsequently, the solvent is removed under vacuum and the ...